This data is from the Open Reaction Database (ORD), a public repository of structured organic reaction records. The task is: describe an organic reaction: reactants, conditions, products, and yield The reactants are C1(=CC=CC=C1)[C@@H]([C@H](CO)N)O ((1S,2S)-1-phenyl-2-amino-1,3-propanediol), C(C)(=O)N1C(CC2=CC=CC=C12)C(=O)O (N-acetyl-indoline-2-carboxylic acid), C(C)O (ethanol), O (water). Run in mixture, CO (methanol). Reaction conditions: temperature 60 celsius, time 30 minute. The product is C1(=CC=CC=C1)[C@@H]([C@H](CO)N)O.C(C)(=O)N1[C@@H](CC2=CC=CC=C12)C(=O)O ((S)-N-acetyl-indoline-2-carboxylic acid-(1S,2S)-1-phenyl-2-amino-1,3-propanediol salt). Isolated yield 37.8%. Reaction SMILES: [C:1]([N:4]1[C:12]2[C:7](=[CH:8][CH:9]=[CH:10][CH:11]=2)[CH2:6][CH:5]1[C:13]([OH:15])=[O:14])(=[O:3])[CH3:2].C(O)C.O.[C:20]1([C@H:26]([OH:31])[C@@H:27]([NH2:30])[CH2:28][OH:29])[CH:25]=[CH:24][CH:23]=[CH:22][CH:21]=1>CO>[C:20]1([C@H:26]([OH:31])[C@@H:27]([NH2:30])[CH2:28][OH:29])[CH:25]=[CH:24][CH:23]=[CH:22][CH:21]=1.[C:1]([N:4]1[C:12]2[C:7](=[CH:8][CH:9]=[CH:10][CH:11]=2)[CH2:6][C@H:5]1[C:13]([OH:15])=[O:14])(=[O:3])[CH3:2] |f:5.6|. Reported procedure: 100 g N-acetyl-indoline-2-carboxylic acid (purity 96.5%) was dissolved in 835 ml of a mixture containing 90% ethanol (EtOH), 5% water and 5% methanol (MeOH), with heating to 60° C., and with mechanical stirring. 54.4 g/0.69 eq. (1S,2S)-1-phenyl-2-amino-1,3-propanediol ([α]20D =+25.7° (c=1, MeOH)) was dosed in portions in 30 min. at 60° C. At the end spontaneous crystallization of the salt took place. After 30 minutes' subsequent stirring at 60-66° C., cooling to 15° C. took place, followed by an... Reactants: Cl.C(C)NC([C@H]1N(CCC1)C([C@@H](N)CCCNC(N)=N)=O)=O (L-arginyl-L-proline N-ethylamide hydrochloride), [N+](=O)([O-])C1=CC=C(C=C1)OC([C@@H](NC(=O)OCC1=CC=CC=C1)CC(C)C)=O (Nα -benzyloxycarbonyl-L-leucine p-nitrophenylester). Run in CN(C=O)C (dimethylformamide). Run at temperature 50 celsius, time 4 day. Product: Cl.C(C)NC([C@H]1N(CCC1)C([C@@H](NC([C@@H](NC(=O)OCC1=CC=CC=C1)CC(C)C)=O)CCCNC(N)=N)=O)=O (Nα -Benzyloxycarbonyl-L-leucyl-L-arginyl-L-proline N-ethylamide hydrochloride). RXN SMILES: [ClH:1].[CH2:2]([NH:4][C:5](=[O:22])[C@@H:6]1[CH2:10][CH2:9][CH2:8][N:7]1[C:11](=[O:21])[C@H:12]([CH2:14][CH2:15][CH2:16][NH:17][C:18](=[NH:20])[NH2:19])[NH2:13])[CH3:3].[N+](C1C=CC([O:32][C:33](=O)[C@H:34]([CH2:46][CH:47]([CH3:49])[CH3:48])[NH:35][C:36]([O:38][CH2:39][C:40]2[CH:45]=[CH:44][CH:43]=[CH:42][CH:41]=2)=[O:37])=CC=1)([O-])=O>CN(C)C=O>[ClH:1].[CH2:2]([NH:4][C:5](=[O:22])[C@@H:6]1[CH2:10][CH2:9][CH2:8][N:7]1[C:11](=[O:21])[C@H:12]([CH2:14][CH2:15][CH2:16][NH:17][C:18](=[NH:19])[NH2:20])[NH:13][C:33](=[O:32])[C@H:34]([CH2:46][CH:47]([CH3:48])[CH3:49])[NH:35][C:36]([O:38][CH2:39][C:40]1[CH:45]=[CH:44][CH:43]=[CH:42][CH:41]=1)=[O:37])[CH3:3] |f:0.1,4.5|. Reported procedure: A solution of 18.6 g. of L-arginyl-L-proline N-ethylamide hydrochloride (Ex.1,1) and 7.2 g. of Nα -benzyloxycarbonyl-L-leucine p-nitrophenylester in 30 ml. of dimethylformamide is allowed to stand for four days, warmed to 50° C. for a half hour and evaporated at reduced pressure and 40° C. to yield an oil. A solid product is obtained by chromatography over silica gel, eluting with chloroform with increasing percent of methanol. Fraction selection is made on the basis of analytical thin layer chr... The reactants are C1CNCCN1, CN(C)n1cc(C(=O)O)c(=O)c2cc(F)c(F)c(F)c21, Cl, O, c1ccncc1. Product: CN(C)n1cc(C(=O)O)c(=O)c2cc(F)c(N3CCNCC3)c(F)c21, Cl. As a reaction SMILES: [CH2:21]1[CH2:22][NH:23][CH2:24][CH2:25][NH:26]1.[CH3:1][N:2]([n:3]1[cH:4][c:5]([C:17](=[O:18])[OH:19])[c:6](=[O:16])[c:7]2[cH:8][c:9]([F:15])[c:10]([F:14])[c:11]([F:13])[c:12]12)[CH3:20].[ClH:33].[OH2:34].[cH:27]1[cH:28][cH:29][n:30][cH:31][cH:32]1>>[CH3:1][N:2]([n:3]1[cH:4][c:5]([C:17](=[O:18])[OH:19])[c:6](=[O:16])[c:7]2[cH:8][c:9]([F:15])[c:10]([N:23]3[CH2:22][CH2:21][NH:26][CH2:25][CH2:24]3)[c:11]([F:13])[c:12]12)[CH3:20].[ClH:33]. Reactants: CC(C=C)OC1=C(C=CC(=C1)C)[N+](=O)[O-] (1-(1-methyl-2-propenyloxy)-5-methyl-2-nitrobenzene). The solvent is CCOCC (ether). Yields the product CC(C=C)C1=C(C(=CC=C1C)[N+](=O)[O-])O (2-(1-methyl-2-propenyl)-3-methyl-6-nitrophenol). Reaction SMILES: CC([O:5][C:6]1[CH:11]=[C:10]([CH3:12])[CH:9]=[CH:8][C:7]=1[N+:13]([O-:15])=[O:14])C=C>CCOCC>[CH3:8][CH:7]([C:11]1[C:10]([CH3:12])=[CH:9][CH:8]=[C:7]([N+:13]([O-:15])=[O:14])[C:6]=1[OH:5])[CH:6]=[CH2:11]. Procedure: 197 g of 1A was placed in a flask, which then was purged with nitrogen, and a slow stream of nitrogen was passed through the system while the 1A was heated gradually. At about 160° C., an exothermic reaction began, and the temperature rose to 220° C. The mixture was contained with cooling, then heated at 185°-200° C. for 1.5 hours, diluted with ether, and filtered. The solvent was evaporated from the filtrate to give crude 2-(1-methyl-2-propenyl)-3-methyl-6-nitrophenol (1B), as a dark syrup. Reaction SMILES: [CH:1]1([CH:6]([OH:10])[C:7]([OH:9])=O)[CH2:5][CH2:4][CH2:3][CH2:2]1.Cl.[NH2:12][C@H:13]([C:15]([C:17]1([NH2:38])[C:23](=[O:24])[N:22]([CH2:25][CH:26]2[CH2:28][CH2:27]2)[C:21]2[CH:29]=[CH:30][CH:31]=[CH:32][C:20]=2[N:19]([CH2:33][CH:34]2[CH2:36][CH2:35]2)[C:18]1=[O:37])=[O:16])[CH3:14]>>[CH:1]1([CH:6]([OH:10])[C:7]([NH:12][C@H:13]([C:15]([C:17]2([NH2:38])[C:23](=[O:24])[N:22]([CH2:25][CH:26]3[CH2:27][CH2:28]3)[C:21]3[CH:29]=[CH:30][CH:31]=[CH:32][C:20]=3[N:19]([CH2:33][CH:34]3[CH2:36][CH2:35]3)[C:18]2=[O:37])=[O:16])[CH3:14])=[O:9])[CH2:2][CH2:3][CH2:4][CH2:5]1 |f:1.2|. The reactants are C1(CCCC1)C(C(=O)O)O (cyclopentyl-α-hydroxyacetic acid), Cl.N[C@@H](C)C(=O)C1(C(N(C2=C(N(C1=O)CC1CC1)C=CC=C2)CC2CC2)=O)N (3-(L-Alaninyl)-amino-2,4-dioxo-1,5-bis-(cyclopropylmethyl)-2,3,4,5-tetrahydro-1H-1,5-benzodiazepine Hydrochloride). Yields the product C1(CCCC1)C(C(=O)N[C@@H](C)C(=O)C1(C(N(C2=C(N(C1=O)CC1CC1)C=CC=C2)CC2CC2)=O)N)O (3-[N′-(Cyclopentyl-α-hydroxyacetyl)-L-alaninyl]-amino-2,4-dioxo-1,5-bis-(cyclopropylmethyl)-2,3,4,5-tetrahydro-1H-1,5-benzodiazepine). Procedure: Following General Procedure I above using cyclopentyl-α-hydroxyacetic acid (Example P) and 3-(L-alaninyl)-amino-2,4-dioxo-1,5-bis-(cyclopropylmethyl)-2,3,4,5-tetrahydro-1H-1,5-benzodiazepine hydrochloride (Example 8-U), the title compound was prepared as a white foam. Purification was by L.C. 2000 eluting with CH2Cl2/EtOAc (1:1 gradient to 1:2) then flash chromatography eluting with 2:1 EtOAc/CH2Cl2. Rf=0.47 and 0.37 (CH2Cl2/EtOAc, 1:2). Starting materials: O1CCC(CC1)OC=1C=CC2=C(C=C(CCC2)C(=O)OC)C1 (methyl 2-[(tetrahydropyran-4-yl)oxy]-6,7-dihydro-5H-benzocycloheptene-8-carboxylate), Cl (hydrochloric acid), aqueous solution, [OH-].[Na+] (sodium hydroxide). Solvent: CO (methanol), C1CCOC1 (THF). Run at temperature 60 celsius, time 5 hour. Product: O1CCC(CC1)OC=1C=CC2=C(C=C(CCC2)C(=O)O)C1 (2-[(tetrahydropyran-4-yl)oxy]-6,7-dihydro-5H-benzocycloheptene-8-carboxylic acid). Isolated yield 95.5%. As a reaction SMILES: [O:1]1[CH2:6][CH2:5][CH:4]([O:7][C:8]2[CH:9]=[CH:10][C:11]3[CH2:17][CH2:16][CH2:15][C:14]([C:18]([O:20]C)=[O:19])=[CH:13][C:12]=3[CH:22]=2)[CH2:3][CH2:2]1.[OH-].[Na+].Cl>CO.C1COCC1>[O:1]1[CH2:2][CH2:3][CH:4]([O:7][C:8]2[CH:9]=[CH:10][C:11]3[CH2:17][CH2:16][CH2:15][C:14]([C:18]([OH:20])=[O:19])=[CH:13][C:12]=3[CH:22]=2)[CH2:5][CH2:6]1 |f:1.2|. Procedure: To methyl 2-[(tetrahydropyran-4-yl)oxy]-6,7-dihydro-5H-benzocycloheptene-8-carboxylate (406 mg, 1.34 mmol) dissolved in a mixed solvent of methanol (7 ml) and THF (7 ml) was added a 1N aqueous solution of sodium hydroxide (4.0 ml), and the resulting mixture was stirred at 60° C. for 5 hours. The reaction mixture was mixed with 1 N hydrochloric acid (4.0 ml) at 0° C., was concentrated under reduced pressure and was mixed with water, and an insoluble material was collected by filtration. The insol...